This data is from the Open Reaction Database (ORD), a public repository of structured organic reaction records. The task is: describe an organic reaction: reactants, conditions, products, and yield Starting materials: CC(C)(C)OC(=O)N1CCC(C(=O)O)CC1, C1CCOC1. The product is CC(C)(C)OC(=O)N1CCC(CO)CC1. RXN SMILES: [C:1](=[O:2])([O:3][C:4]([CH3:5])([CH3:6])[CH3:7])[N:8]1[CH2:9][CH2:10][CH:11]([C:12](=[O:13])[OH:14])[CH2:15][CH2:16]1.[CH2:17]1[O:18][CH2:19][CH2:20][CH2:21]1>>[C:1](=[O:2])([O:3][C:4]([CH3:5])([CH3:6])[CH3:7])[N:8]1[CH2:9][CH2:10][CH:11]([CH2:12][OH:13])[CH2:15][CH2:16]1. Reaction conditions: temperature 50 celsius, time 8.5 hour. Starting materials: CC2(C)OB([Si](C)(C)c1ccccc1)OC2(C)C (effective_coupling_partner), CC(C)(C)C(=O)Oc2ccc1ccccc1c2 (substrate). Reagents/catalysts: PCy3. Product: C[Si](C)(c1ccccc1)c3ccc2ccccc2c3.